This data is from the Open Reaction Database (ORD), a public repository of structured organic reaction records. The task is: describe an organic reaction: reactants, conditions, products, and yield The reactants are ClCCl, CC1=NC(N)C(=O)N(CC(=O)N(c2ccccc2)C(C)C)c2ccccc21, O=C=Nc1ccccc1. Yields the product CC1=NC(NC(=O)Nc2ccccc2)C(=O)N(CC(=O)N(c2ccccc2)C(C)C)c2ccccc21. RXN SMILES: [Cl:37][CH2:38][Cl:39].[NH2:10][CH:11]1[N:12]=[C:13]([CH3:36])[c:14]2[c:15]([cH:32][cH:33][cH:34][cH:35]2)[N:16]([CH2:19][C:20](=[O:21])[N:22]([c:23]2[cH:24][cH:25][cH:26][cH:27][cH:28]2)[CH:29]([CH3:30])[CH3:31])[C:17]1=[O:18].[O:1]=[C:2]=[N:3][c:4]1[cH:5][cH:6][cH:7][cH:8][cH:9]1>>[O:1]=[C:2]([NH:3][c:4]1[cH:5][cH:6][cH:7][cH:8][cH:9]1)[NH:10][CH:11]1[N:12]=[C:13]([CH3:36])[c:14]2[c:15]([cH:32][cH:33][cH:34][cH:35]2)[N:16]([CH2:19][C:20](=[O:21])[N:22]([c:23]2[cH:24][cH:25][cH:26][cH:27][cH:28]2)[CH:29]([CH3:30])[CH3:31])[C:17]1=[O:18]. Reaction SMILES: [Br:11][c:12]1[cH:13][c:14]([CH:15]=[O:16])[cH:17][cH:18][c:19]1[F:20].[C:21]([O:22][BH-:23]([O:24][C:25](=[O:26])[CH3:27])[O:28][C:29](=[O:30])[CH3:31])(=[O:32])[CH3:33].[CH2:1]1[CH2:2][O:3][CH2:4][CH2:5][NH:6]1.[CH3:7][C:8](=[O:9])[OH:10].[Cl:35][CH:36]([Cl:37])[CH3:38].[Na+:34]>>[CH2:1]1[CH2:2][O:3][CH2:4][CH2:5][N:6]1[CH2:15][c:14]1[cH:13][c:12]([Br:11])[c:19]([F:20])[cH:18][cH:17]1. Yields the product Fc1ccc(CN2CCOCC2)cc1Br. The reactants are O=Cc1ccc(F)c(Br)c1, CC(=O)O[BH-](OC(C)=O)OC(C)=O, C1COCCN1, CC(=O)O, CC(Cl)Cl, [Na+].